The task is: describe an organic reaction: reactants, conditions, products, and yield. This data is from the Open Reaction Database (ORD), a public repository of structured organic reaction records. Reactants: [O-]C1=CC=CC=C1.[Na+] (sodium phenoxide), NC1=NC=C(N=C1N1CCOCC1)Br (2-amino-3-morpholino-5-bromopyrazine). Product: NC1=NC=C(N=C1N1CCOCC1)OC1=CC=CC=C1 (2-amino-3-morpholino-5-phenoxypyrazine). As a reaction SMILES: [O-:1][C:2]1[CH:7]=[CH:6][CH:5]=[CH:4][CH:3]=1.[Na+].[NH2:9][C:10]1[C:15]([N:16]2[CH2:21][CH2:20][O:19][CH2:18][CH2:17]2)=[N:14][C:13](Br)=[CH:12][N:11]=1>>[NH2:9][C:10]1[C:15]([N:16]2[CH2:17][CH2:18][O:19][CH2:20][CH2:21]2)=[N:14][C:13]([O:1][C:2]2[CH:7]=[CH:6][CH:5]=[CH:4][CH:3]=2)=[CH:12][N:11]=1 |f:0.1|. Procedure details: A suspension of 0.1 mole of sodium phenoxide and 0.1 mole of 2-amino-3-morpholino-5-bromopyrazine is refluxed 10-20 hours. The cooled mixture is extracted with diethyl ether, washed with cold 2 N sodium hydroxide solution, dried and evaporated to give 2-amino-3-morpholino-5-phenoxypyrazine.